Dataset: the Open Reaction Database (ORD), a public repository of structured organic reaction records. Task: describe an organic reaction: reactants, conditions, products, and yield Reactants: N=C(OCc1ccccc1)C(Cl)(Cl)Cl, C1CCCCC1, ClCCl, CON(C)C(=O)C1CCC(O)CC1, O=S(=O)(O)C(F)(F)F. Yields the product CON(C)C(=O)C1CCC(OCc2ccccc2)CC1. As a reaction SMILES: [CH2:14]([c:15]1[cH:16][cH:17][cH:18][cH:19][cH:20]1)[O:21][C:22](=[NH:23])[C:24]([Cl:25])([Cl:26])[Cl:27].[CH2:36]1[CH2:37][CH2:38][CH2:39][CH2:40][CH2:41]1.[Cl:42][CH2:43][Cl:44].[OH:1][CH:2]1[CH2:3][CH2:4][CH:5]([C:8](=[O:9])[N:10]([CH3:11])[O:12][CH3:13])[CH2:6][CH2:7]1.[OH:28][S:29]([C:30]([F:31])([F:32])[F:33])(=[O:34])=[O:35]>>[O:1]([CH:2]1[CH2:3][CH2:4][CH:5]([C:8](=[O:9])[N:10]([CH3:11])[O:12][CH3:13])[CH2:6][CH2:7]1)[CH2:14][c:15]1[cH:16][cH:17][cH:18][cH:19][cH:20]1. The reactants are ClC=1C=CC=2N(N1)C(=C(N2)C2=CC=CC=C2)C2=CC=NC=C2 (6-chloro-2-phenyl-3-pyrid-4-ylimidazo[1,2-b]pyridazine), N1(CCCC1)C1CCNCC1 (4-pyrrolidin-1-ylpiperidine). Solvent: C(C)O (ethanol). Conditions: temperature 155 celsius. The product is C1(=CC=CC=C1)C=1N=C2N(N=C(C=C2)N2CCC(CC2)N2CCCC2)C1C1=CC=NC=C1 (2-Phenyl-3-pyrid-4-yl-6-(4-pyrrolidin-1-ylpiperid-1-yl)imidazo[1,2-b]pyridazine). Yield: 27.0%. RXN SMILES: Cl[C:2]1[CH:3]=[CH:4][C:5]2[N:6]([C:8]([C:17]3[CH:22]=[CH:21][N:20]=[CH:19][CH:18]=3)=[C:9]([C:11]3[CH:16]=[CH:15][CH:14]=[CH:13][CH:12]=3)[N:10]=2)[N:7]=1.[N:23]1([CH:28]2[CH2:33][CH2:32][NH:31][CH2:30][CH2:29]2)[CH2:27][CH2:26][CH2:25][CH2:24]1>C(O)C>[C:11]1([C:9]2[N:10]=[C:5]3[CH:4]=[CH:3][C:2]([N:31]4[CH2:32][CH2:33][CH:28]([N:23]5[CH2:27][CH2:26][CH2:25][CH2:24]5)[CH2:29][CH2:30]4)=[N:7][N:6]3[C:8]=2[C:17]2[CH:22]=[CH:21][N:20]=[CH:19][CH:18]=2)[CH:16]=[CH:15][CH:14]=[CH:13][CH:12]=1. Reported procedure: A mixture of 4.03 g (13.1 mmol) of 6-chloro-2-phenyl-3-pyrid-4-ylimidazo[1,2-b]pyridazine and 4.4 g (29 mmol) of 4-pyrrolidin-1-ylpiperidine in 50 mL of ethanol is heated at 155° C. for 4 hours. After cooling, the solvent is evaporated off under reduced pressure and the residue is chromatographed on silica gel, eluting with a mixture of dichloromethane and methanol (93:7). The product is then recrystallized from 40 mL of methanol to give 1.5 g of yellow crystals after drying under reduced pressu... Starting materials: N[C@H](C(=O)OCC)CC1=CC=C(C=C1)C1=CC(=CC=C1)CNCC(C1=CC=CC=C1)=O (ethyl (S)-2-amino-3-{3′-[(benzoylmethylamino)methyl]biphenyl-4-yl}propionate), C(C1=CC=CC=C1)(=O)CNCC=1C=C(C=CC1)C1=CC=C(C=C1)C[C@H](C(=O)OC)NC(=O)OC(C)(C)C (methyl (R)-3-{3′-[(benzoylmethylamino)methyl]biphenyl-4-yl}-2-tert-butoxycarbonylaminopropionate), amine. Yields the product N[C@@H](C(=O)OC)CC1=CC=C(C=C1)C1=CC(=CC=C1)CNCC(C1=CC=CC=C1)=O (methyl (R)-2-amino-3-{3′-[(benzoylmethylamino)methyl]biphenyl-4-yl}propionate). Yield: 92.0%. RXN SMILES: [NH2:1][C@@H:2]([CH2:8][C:9]1[CH:14]=[CH:13][C:12]([C:15]2[CH:20]=[CH:19][CH:18]=[C:17]([CH2:21][NH:22][CH2:23][C:24](=[O:31])[C:25]3[CH:30]=[CH:29][CH:28]=[CH:27][CH:26]=3)[CH:16]=2)=[CH:11][CH:10]=1)[C:3]([O:5][CH2:6]C)=[O:4].C(CNCC1C=C(C2C=CC(C[C@@H](NC(OC(C)(C)C)=O)C(OC)=O)=CC=2)C=CC=1)(=O)C1C=CC=CC=1>>[NH2:1][C@H:2]([CH2:8][C:9]1[CH:10]=[CH:11][C:12]([C:15]2[CH:20]=[CH:19][CH:18]=[C:17]([CH2:21][NH:22][CH2:23][C:24](=[O:31])[C:25]3[CH:26]=[CH:27][CH:28]=[CH:29][CH:30]=3)[CH:16]=2)=[CH:13][CH:14]=1)[C:3]([O:5][CH3:6])=[O:4]. Procedure: In a manner similar to the preparation of ethyl (S)-2-amino-3-{3′-[(benzoylmethylamino)methyl]biphenyl-4-yl}propionate (Example 28f), using 5.6 g of methyl (R)-3-{3′-[(benzoylmethylamino)methyl]biphenyl-4-yl}-2-tert-butoxycarbonylaminopropionate, 4.1 g of amine are obtained with a 92% yield. The reactants are [O-2].[La+3].[O-2].[O-2].[La+3] (Lanthanum oxide), [N+](=O)(O)[O-] (nitric acid). The product is [N+](=O)([O-])[O-].[La+3].[N+](=O)([O-])[O-].[N+](=O)([O-])[O-] (lanthanum nitrate). RXN SMILES: [O-2].[La+3:2].[O-2].[O-2].[La+3].[N+:6]([O-:9])([OH:8])=[O:7]>>[N+:6]([O-:9])([O-:8])=[O:7].[La+3:2].[N+:6]([O-:9])([O-:8])=[O:7].[N+:6]([O-:9])([O-:8])=[O:7] |f:0.1.2.3.4,6.7.8.9|. Procedure details: Lanthanum oxide (La2O3) 21.2 g (0.065 mole) was completely dissolved in an aqueous solution of nitric acid, heated and concentrated to form lanthanum nitrate. Starting materials: C1CCOC1, CON(C)C(=O)c1cn(Cc2cccc(Br)n2)c2ccccc2c1=O, CC(C)[Mg+], [Cl-], Cc1cnc(I)cc1C. Product: Cc1cnc(C(=O)c2cn(Cc3cccc(Br)n3)c3ccccc3c2=O)cc1C. Reaction SMILES: [CH2:40]1[O:41][CH2:42][CH2:43][CH2:44]1.[CH3:1][O:2][N:3]([C:4](=[O:5])[c:6]1[cH:7][n:8]([CH2:17][c:18]2[n:19][c:20]([Br:24])[cH:21][cH:22][cH:23]2)[c:9]2[cH:10][cH:11][cH:12][cH:13][c:14]2[c:15]1=[O:16])[CH3:25].[CH:36]([Mg+:37])([CH3:38])[CH3:39].[Cl-:35].[I:26][c:27]1[n:28][cH:29][c:30]([CH3:34])[c:31]([CH3:33])[cH:32]1>>[C:4](=[O:5])([c:6]1[cH:7][n:8]([CH2:17][c:18]2[n:19][c:20]([Br:24])[cH:21][cH:22][cH:23]2)[c:9]2[cH:10][cH:11][cH:12][cH:13][c:14]2[c:15]1=[O:16])[c:27]1[n:28][cH:29][c:30]([CH3:34])[c:31]([CH3:33])[cH:32]1. Starting materials: CO, COC(=O)c1nn(-c2ccccc2)c2c1CCc1cc(Cl)ccc1-2, Cl, [Na+], [OH-]. Yields the product O=C(O)c1nn(-c2ccccc2)c2c1CCc1cc(Cl)ccc1-2. RXN SMILES: [CH3:28][OH:29].[Cl:1][c:2]1[cH:3][cH:4][c:5]2[c:6]([cH:24]1)[CH2:7][CH2:8][c:9]1[c:10]([C:20](=[O:21])[O:22][CH3:23])[n:11][n:12](-[c:14]3[cH:15][cH:16][cH:17][cH:18][cH:19]3)[c:13]1-2.[ClH:27].[Na+:26].[OH-:25]>>[Cl:1][c:2]1[cH:3][cH:4][c:5]2[c:6]([cH:24]1)[CH2:7][CH2:8][c:9]1[c:10]([C:20](=[O:21])[OH:22])[n:11][n:12](-[c:14]3[cH:15][cH:16][cH:17][cH:18][cH:19]3)[c:13]1-2. Starting materials: C(C=C)N(NC(N[C@H](C)C1=CC=CC=C1)=O)CC(=O)OCC ((R)-ethyl 2-(1-allyl-2-(1-phenylethylcarbamoyl)hydrazinyl)acetate), O.[OH-].[Li+] (lithium hydroxide monohydrate). Conditions: time 2 hour. Product: C(C=C)N(NC(N[C@H](C)C1=CC=CC=C1)=O)CC(=O)O ((R)-2-(1-allyl-2-(1-phenylethylcarbamoyl)hydrazinyl)acetic acid). Isolated yield 97.1%. RXN SMILES: [CH2:1]([N:4]([CH2:17][C:18]([O:20]CC)=[O:19])[NH:5][C:6](=[O:16])[NH:7][C@@H:8]([C:10]1[CH:15]=[CH:14][CH:13]=[CH:12][CH:11]=1)[CH3:9])[CH:2]=[CH2:3].O.[OH-].[Li+]>>[CH2:1]([N:4]([CH2:17][C:18]([OH:20])=[O:19])[NH:5][C:6](=[O:16])[NH:7][C@@H:8]([C:10]1[CH:15]=[CH:14][CH:13]=[CH:12][CH:11]=1)[CH3:9])[CH:2]=[CH2:3] |f:1.2.3|. Procedure details: According to the procedure described in the synthesis method of Compound VI-2 with the modification that the reaction was carried out for 2 hours, (R)-ethyl 2-(1-allyl-2-(1-phenylethylcarbamoyl)hydrazinyl)acetate (Compound V-3) 229 mg (0.75 mmol) was reacted with lithium hydroxide monohydrate 38 mg (0.9 mmol) to obtain the title compound 202 mg (97%). Reactants: FC(S(=O)(=O)OS(=O)(=O)C(F)(F)F)(F)F (trifluoromethanesulfonic anhydride), COC(N(C(CCC)CCC)CCC1=C(C=C(C=C1)C(F)(F)F)Br)=O (methyl[2-(2-bromo-4-trifluoromethylphenyl)ethyl](1-propylbutyl)carbamate), saturated aqueous solution, C(O)([O-])=O.[Na+] (sodium hydrogen carbonate). Reagents/catalysts: CN(C1=CC=NC=C1)C (4-dimethylaminopyridine). Run in ClCCl (dichloromethane), ClCCl (dichloromethane), ClCCl (dichloromethane). Conditions: time 15 hour. The product is BrC1=C2CCN(C(C2=CC(=C1)C(F)(F)F)=O)C(CCC)CCC (5-bromo-7-trifluoromethyl-2-(1-propylbutyl)-3,4-dihydroisoquinoline-1(2H)-one). Yield: 85.1%. Reaction SMILES: C[O:2][C:3](=O)[N:4]([CH2:12][CH2:13][C:14]1[CH:19]=[CH:18][C:17]([C:20]([F:23])([F:22])[F:21])=[CH:16][C:15]=1[Br:24])[CH:5]([CH2:9][CH2:10][CH3:11])[CH2:6][CH2:7][CH3:8].FC(F)(F)S(OS(C(F)(F)F)(=O)=O)(=O)=O.C(=O)([O-])O.[Na+]>ClCCl.CN(C)C1C=CN=CC=1>[Br:24][C:15]1[CH:16]=[C:17]([C:20]([F:23])([F:22])[F:21])[CH:18]=[C:19]2[C:14]=1[CH2:13][CH2:12][N:4]([CH:5]([CH2:9][CH2:10][CH3:11])[CH2:6][CH2:7][CH3:8])[C:3]2=[O:2] |f:2.3|. Reported procedure: 660 mg of methyl[2-(2-bromo-4-trifluoromethylphenyl)ethyl](1-propylbutyl)carbamate are dissolved under an inert atmosphere in 15 cm3 of dichloromethane at a temperature close to 10° C. 575 mg of 4-dimethylaminopyridine are added to the reaction mixture. 1.32 cm3 of trifluoromethanesulfonic anhydride in solution in 2 cm3 of anhydrous dichloromethane are poured into the reaction mixture over 5 min. The reaction mixture is kept stirring for 15 h at a temperature close to 20° C. 20 cm3 of a saturate... Yield: 98.9%. Reactants: CC1=C(C(C2=CC=CC=C2)Br)C=C(C=C1)C (2,5-dimethylbenzhydryl bromide), P(OCC)(OCC)OCC (triethyl phosphite). RXN SMILES: [CH3:1][C:2]1[CH:15]=[CH:14][C:13]([CH3:16])=[CH:12][C:3]=1[CH:4](Br)[C:5]1[CH:10]=[CH:9][CH:8]=[CH:7][CH:6]=1.[P:17]([O:24]CC)([O:21][CH2:22][CH3:23])[O:18][CH2:19][CH3:20]>>[CH3:1][C:2]1[CH:15]=[CH:14][C:13]([CH3:16])=[CH:12][C:3]=1[CH:4]([P:17](=[O:24])([O:21][CH2:22][CH3:23])[O:18][CH2:19][CH3:20])[C:5]1[CH:10]=[CH:9][CH:8]=[CH:7][CH:6]=1. Procedure: A solution of 2,5-dimethylbenzhydryl bromide (64.2 g, 233 mmol) prepared according to Example 3, was heated at 155° C., under N2, in triethyl phosphite (60.0 mL, 350 mmol), for 16 hours. The excess triethyl phosphite was removed by distillation to give 76.6 g of a pale yellow oil. The crude product was chromatographed on a silica gel column. Elution with ethyl acetate/hexane (1:1) afforded analytically pure product as a pale yellow oil, 57.36 g (74.0%). 300 MHz 1H NMR (CDCl3): δ, 4.64 (d,1H, J=2... The product is CC1=C(C=C(C=C1)C)C(C1=CC=CC=C1)P(OCC)(OCC)=O (O,O-Diethyl 2,5-dimethylphenyl(phenyl)methylphosphonate). Run at time 6 hour. Procedure details: 396.0 g. (4.5 mol) of cis-1,2-cyclobutanediol and 650.3 g (4.5 mol) of 2-fluorobenzyl chloride were dissolved in 2.5 liters of dimethylsulphoxide, and 270 g (6.75 mol) of sodium hydroxide powder were added in portions at room temperature, whilst cooling with ice. The mixture was stirred at room temperature for 6 hours and 958.5 g (6.75 mol) of methyl iodide and, in portions, 270 g (6.75 mol) of sodium hydroxide powder were then added, whilst cooling. Thereafter, the reaction mixture was again st... Solvent: CS(=O)C (dimethylsulphoxide). Yields the product FC1=C(CO[C@H]2[C@H](CC2)OC)C=CC=C1 (cis-1-(2-fluorobenzyloxy)-2-methoxy-cyclobutane). Isolated yield 88.8%. Reactants: [C@@H]1([C@H](CC1)O)O (cis-1,2-cyclobutanediol), FC1=C(CCl)C=CC=C1 (2-fluorobenzyl chloride), CI (methyl iodide), [OH-].[Na+] (sodium hydroxide), [OH-].[Na+] (sodium hydroxide), ice water. Reaction SMILES: [C@@H:1]1([OH:6])[CH2:4][CH2:3][C@@H:2]1[OH:5].[F:7][C:8]1[CH:15]=[CH:14][CH:13]=[CH:12][C:9]=1[CH2:10]Cl.[OH-].[Na+].[CH3:18]I>CS(C)=O>[F:7][C:8]1[CH:15]=[CH:14][CH:13]=[CH:12][C:9]=1[CH2:10][O:5][C@@H:2]1[CH2:3][CH2:4][C@@H:1]1[O:6][CH3:18] |f:2.3|.